describe an organic reaction: reactants, conditions, products, and yield From a dataset of the Open Reaction Database (ORD), a public repository of structured organic reaction records. Starting materials: C=CC(=O)OC, CC(=O)O, COc1cc(N)cc(OC)c1. Product: COC(=O)CCNc1cc(OC)cc(OC)c1. As a reaction SMILES: [C:12]([CH:13]=[CH2:14])(=[O:15])[O:16][CH3:17].[CH3:18][C:19](=[O:20])[OH:21].[CH3:1][O:2][c:3]1[cH:4][c:5]([NH2:6])[cH:7][c:8]([O:10][CH3:11])[cH:9]1>>[CH3:1][O:2][c:3]1[cH:4][c:5]([NH:6][CH2:14][CH2:13][C:12](=[O:15])[O:16][CH3:17])[cH:7][c:8]([O:10][CH3:11])[cH:9]1. The reactants are CI, [K+], [K+], O=C([O-])[O-], O=C(NCc1cc[nH]c(=O)c1)c1cccc2c1cnn2-c1ccc(F)cc1, CN(C)C=O, O. Yields the product Cn1ccc(CNC(=O)c2cccc3c2cnn3-c2ccc(F)cc2)cc1=O. RXN SMILES: [I:34][CH3:35].[K+:28].[K+:29].[O-:30][C:31]([O-:32])=[O:33].[O:1]=[c:2]1[nH:3][cH:4][cH:5][c:6]([CH2:8][NH:9][C:10](=[O:11])[c:12]2[c:13]3[cH:14][n:15][n:16](-[c:21]4[cH:22][cH:23][c:24]([F:27])[cH:25][cH:26]4)[c:17]3[cH:18][cH:19][cH:20]2)[cH:7]1.[O:36]=[CH:37][N:38]([CH3:39])[CH3:40].[OH2:41]>>[O:1]=[c:2]1[n:3]([CH3:31])[cH:4][cH:5][c:6]([CH2:8][NH:9][C:10](=[O:11])[c:12]2[c:13]3[cH:14][n:15][n:16](-[c:21]4[cH:22][cH:23][c:24]([F:27])[cH:25][cH:26]4)[c:17]3[cH:18][cH:19][cH:20]2)[cH:7]1. The reactants are C1(=CC=CC=C1)C1=NC(=NO1)CCOC1=CC=C(CNO)C=C1 (N-[4-[2-(5-phenyl-[1,2,4]-oxadiazol-3-yl)-ethoxy]-benzyl]-hydroxylamine), C[Si](C)(C)N=C=O (trimethylsilylisocyanate), Cl (HCl), O (H2O). The solvent is O1CCOCC1 (dioxane). Conditions: time 2 hour. The product is ON(C(=O)N)CC1=CC=C(C=C1)OCCC1=NOC(=N1)C1=CC=CC=C1 (1-hydroxy-1-[4-[2-(5-phenyl-[1,2,4]-oxadiazol-3-yl)-ethoxy]-benzyl]-urea). Isolated yield 70.0%. RXN SMILES: [C:1]1([C:7]2[O:11][N:10]=[C:9]([CH2:12][CH2:13][O:14][C:15]3[CH:23]=[CH:22][C:18]([CH2:19][NH:20][OH:21])=[CH:17][CH:16]=3)[N:8]=2)[CH:6]=[CH:5][CH:4]=[CH:3][CH:2]=1.C[Si]([N:28]=[C:29]=[O:30])(C)C.O.Cl>O1CCOCC1>[OH:21][N:20]([CH2:19][C:18]1[CH:17]=[CH:16][C:15]([O:14][CH2:13][CH2:12][C:9]2[N:8]=[C:7]([C:1]3[CH:2]=[CH:3][CH:4]=[CH:5][CH:6]=3)[O:11][N:10]=2)=[CH:23][CH:22]=1)[C:29]([NH2:28])=[O:30]. Procedure: To a solution of N-[4-[2-(5-phenyl-[1,2,4]-oxadiazol-3-yl)-ethoxy]-benzyl]-hydroxylamine (1.5 g, 4.82 mmol in dioxane (70 mL) was added trimethylsilylisocyanate (0.84 g, 7.23 mmol). After stirring for 2 hours at room temperature the mixture was poured into H2O, acidified with HCl (2N), and extracted with EtOAc. The organic extracts were dried over MgSO4. Evaporation and crystallization from acetone/ether (after cooling to 0° C.), gave a white solid (1.2 g, 70% yield, m.p. 135°-136° C.). Reactants: CN(C)C=O, CCOC(C)=O, O=[N+]([O-])c1ccn(CC#CCCl)n1, Cl, C1CCOC1. Product: O=[N+]([O-])c1ccn(CC#CCO)n1. RXN SMILES: [CH3:20][N:21]([CH3:22])[CH:23]=[O:24].[CH3:25][CH2:26][O:27][C:28](=[O:29])[CH3:30].[Cl:1][CH2:2][C:3]#[C:4][CH2:5][n:6]1[n:7][c:8]([N+:11](=[O:12])[O-:13])[cH:9][cH:10]1.[ClH:14].[O:15]1[CH2:16][CH2:17][CH2:18][CH2:19]1>>[CH2:2]([C:3]#[C:4][CH2:5][n:6]1[n:7][c:8]([N+:11](=[O:12])[O-:13])[cH:9][cH:10]1)[OH:15]. Starting materials: N1=C(C=C(C=C1C)C)C (collidine), C(C1=CC=CC=C1)OCCBr (1-benzoxy-2-bromethane). Run in O1CCCC1 (tetrahydrofuran), O1CCCC1 (tetrahydrofuran). Reaction conditions: temperature -40 celsius, time 60 minute. Yields the product C(C1=CC=CC=C1)OCCCC1=CC(=NC(=C1)C)C (4-(3-Benzyloxypropyl)-2,6-dimethyl-pyridine). Procedure: Collidine (1), (5 g, 41.3 mmol) in dry tetrahydrofuran was added dropwise and the mixture was stirred for 60 min at -40° C. To this stirred mixture 1-benzoxy-2-bromethane (Tetrahedron Lett. 28, 2639-42, 1979) (8.24 g, 39.2 mmol) dissolved in dry tetrahydrofuran (20 ml) was added dropwise during 30 min and the reaction mixture was stirred overnight. As a reaction SMILES: [N:1]1[C:6]([CH3:7])=[CH:5][C:4]([CH3:8])=[CH:3][C:2]=1[CH3:9].[CH2:10]([O:17][CH2:18][CH2:19]Br)[C:11]1[CH:16]=[CH:15][CH:14]=[CH:13][CH:12]=1>O1CCCC1>[CH2:10]([O:17][CH2:18][CH2:19][CH2:8][C:4]1[CH:5]=[C:6]([CH3:7])[N:1]=[C:2]([CH3:9])[CH:3]=1)[C:11]1[CH:16]=[CH:15][CH:14]=[CH:13][CH:12]=1.